Dataset: the Open Reaction Database (ORD), a public repository of structured organic reaction records. Task: describe an organic reaction: reactants, conditions, products, and yield Product: COc1cc(Cl)c(Cl)c(Br)c1. RXN SMILES: [Br:1][c:2]1[cH:3][c:4]([Cl:10])[cH:5][c:6]([O:8][CH3:9])[cH:7]1.[CH3:23][N:24]([CH3:25])[CH:26]=[O:27].[Cl:11][n:12]1[c:13](=[O:14])[n:15]([Cl:16])[c:17](=[O:18])[n:19]([Cl:20])[c:21]1=[O:22]>>[Br:1][c:2]1[c:3]([Cl:11])[c:4]([Cl:10])[cH:5][c:6]([O:8][CH3:9])[cH:7]1. Starting materials: COc1cc(Cl)cc(Br)c1, CN(C)C=O, O=c1n(Cl)c(=O)n(Cl)c(=O)n1Cl. The reactants are C=1C=CC2=C(C1)N=NN2O (HOBt), CCN=C=NCCCN(C)C.Cl (EDC.HCl), N([C@@H](CCCCNC(=O)OC(C)(C)C)C(=O)N[C@@H](CCCCNC(=O)OC(C)(C)C)C(=O)N[C@@H](CCCCNC(=O)OCC1=CC=CC=C1)C(=O)OC)C(=O)OCC1C2=CC=CC=C2C2=CC=CC=C12 (Fmoc-Lys(Boc)-Lys(Boc)-Lys(Z)-OMe), CNC (dimethyl amine), N([C@@H](CCCCNC(=O)OCC1=CC=CC=C1)C(=O)O)C(=O)OC(C)(C)C (Boc-Lys(Z)—OH). Run in C(Cl)(Cl)Cl (CHCl3), CO (MeOH), C1CCOC1 (THF). Reaction conditions: time 2 hour. Product: N([C@@H](CCCCNC(=O)OCC1=CC=CC=C1)C(=O)N[C@@H](CCCCNC(=O)OC(C)(C)C)C(=O)N[C@@H](CCCCNC(=O)OC(C)(C)C)C(=O)N[C@@H](CCCCNC(=O)OCC1=CC=CC=C1)C(=O)OC)C(=O)OC(C)(C)C (Boc-Lys(Z)-Lys(Boc)-Lys(Boc)-Lys(Z)-OMe). Yield: 59.1%. Reaction SMILES: [NH:1](C(OCC1C2C(=CC=CC=2)C2C1=CC=CC=2)=O)[C@H:2]([C:15]([NH:17][C@H:18]([C:31]([NH:33][C@H:34]([C:50]([O:52][CH3:53])=[O:51])[CH2:35][CH2:36][CH2:37][CH2:38][NH:39][C:40]([O:42][CH2:43][C:44]1[CH:49]=[CH:48][CH:47]=[CH:46][CH:45]=1)=[O:41])=[O:32])[CH2:19][CH2:20][CH2:21][CH2:22][NH:23][C:24]([O:26][C:27]([CH3:30])([CH3:29])[CH3:28])=[O:25])=[O:16])[CH2:3][CH2:4][CH2:5][CH2:6][NH:7][C:8]([O:10][C:11]([CH3:14])([CH3:13])[CH3:12])=[O:9].CNC.[NH:74]([C:94]([O:96][C:97]([CH3:100])([CH3:99])[CH3:98])=[O:95])[C@H:75]([C:91](O)=[O:92])[CH2:76][CH2:77][CH2:78][CH2:79][NH:80][C:81]([O:83][CH2:84][C:85]1[CH:90]=[CH:89][CH:88]=[CH:87][CH:86]=1)=[O:82].C1C=CC2N(O)N=NC=2C=1.CCN=C=NCCCN(C)C.Cl>C1COCC1.C(Cl)(Cl)Cl.CO>[NH:74]([C:94]([O:96][C:97]([CH3:100])([CH3:99])[CH3:98])=[O:95])[C@H:75]([C:91]([NH:1][C@H:2]([C:15]([NH:17][C@H:18]([C:31]([NH:33][C@H:34]([C:50]([O:52][CH3:53])=[O:51])[CH2:35][CH2:36][CH2:37][CH2:38][NH:39][C:40]([O:42][CH2:43][C:44]1[CH:49]=[CH:48][CH:47]=[CH:46][CH:45]=1)=[O:41])=[O:32])[CH2:19][CH2:20][CH2:21][CH2:22][NH:23][C:24]([O:26][C:27]([CH3:29])([CH3:28])[CH3:30])=[O:25])=[O:16])[CH2:3][CH2:4][CH2:5][CH2:6][NH:7][C:8]([O:10][C:11]([CH3:12])([CH3:14])[CH3:13])=[O:9])=[O:92])[CH2:76][CH2:77][CH2:78][CH2:79][NH:80][C:81]([O:83][CH2:84][C:85]1[CH:86]=[CH:87][CH:88]=[CH:89][CH:90]=1)=[O:82] |f:4.5|. Reported procedure: To a solution of 14 (1.48 g, 1.52 mmol) in THF (30 mL), was added dimethyl amine (15.2 mL, 2M in THF, 30.4 mmol) at 0° C. This reaction was allowed to reach room temperature and stirred for 2 h. At this time, the reaction mixture was concentrated in vacuo. To the yellowish solid was added DCM (30 mL) and DMF (5 mL). To this solution, was added Boc-Lys(Z)—OH (0.608 g, 1.60 mmol), then HOBt (0.216 g, 1.60 mmol), then EDC.HCl (0.3063 g, 1.60 mmol). This solution was allowed to stir for 8 h at which... The reactants are OC=1C=C2C=CC(NC2=CC1)=O (6-hydroxy-carbostyril), C1(=CC=CC=C1)S(=O)CCCCBr (4-phenylsulfinyl-butyl bromide). Yields the product C1(=CC=CC=C1)S(=O)CCCCOC=1C=C2C=CC(NC2=CC1)=O (6-(4-Phenylsulfinyl butoxy)-carbostyril). Reaction SMILES: [OH:1][C:2]1[CH:3]=[C:4]2[C:9](=[CH:10][CH:11]=1)[NH:8][C:7](=[O:12])[CH:6]=[CH:5]2.[C:13]1([S:19]([CH2:21][CH2:22][CH2:23][CH2:24]Br)=[O:20])[CH:18]=[CH:17][CH:16]=[CH:15][CH:14]=1>>[C:13]1([S:19]([CH2:21][CH2:22][CH2:23][CH2:24][O:1][C:2]2[CH:3]=[C:4]3[C:9](=[CH:10][CH:11]=2)[NH:8][C:7](=[O:12])[CH:6]=[CH:5]3)=[O:20])[CH:18]=[CH:17][CH:16]=[CH:15][CH:14]=1. Procedure: Prepared analogous to Example 92 from 6-hydroxy-carbostyril and 4-phenylsulfinyl-butyl bromide.